From a dataset of the Open Reaction Database (ORD), a public repository of structured organic reaction records. describe an organic reaction: reactants, conditions, products, and yield Reactants: C(C)OC(=O)C=1C(C2=CC(=CC=C2C1C1=CC=CC=C1)OC)(O)CC1=CC=CC=C1 (1-benzyl-1-hydroxy-6-methoxy-3-phenyl-1H-indene-2-carboxylic Acid Ethyl Ester), [OH-].[Na+] (sodium hydroxide). Run in C1CCOC1 (THF), C(C)O (ethanol). Reaction conditions: time 24 hour. The product is C(C1=CC=CC=C1)C1(C(=C(C2=CC=C(C=C12)OC)C1=CC=CC=C1)C(=O)O)O (1-benzyl-1-hydroxy-6-methoxy-3-phenyl-1H-indene-2-carboxylic Acid). Isolated yield 108.0%. As a reaction SMILES: C([O:3][C:4]([C:6]1[C:7]([CH2:24][C:25]2[CH:30]=[CH:29][CH:28]=[CH:27][CH:26]=2)([OH:23])[C:8]2[C:13]([C:14]=1[C:15]1[CH:20]=[CH:19][CH:18]=[CH:17][CH:16]=1)=[CH:12][CH:11]=[C:10]([O:21][CH3:22])[CH:9]=2)=[O:5])C.[OH-].[Na+]>C1COCC1.C(O)C>[CH2:24]([C:7]1([OH:23])[C:8]2[C:13](=[CH:12][CH:11]=[C:10]([O:21][CH3:22])[CH:9]=2)[C:14]([C:15]2[CH:16]=[CH:17][CH:18]=[CH:19][CH:20]=2)=[C:6]1[C:4]([OH:5])=[O:3])[C:25]1[CH:30]=[CH:29][CH:28]=[CH:27][CH:26]=1 |f:1.2|. Procedure: 1-Benzyl-1-hydroxy-6-methoxy-3-phenyl-1H-indene-2-carboxylic acid ethyl ester (35 mg, 0.087 mmol) prepared in Example 5 was dissolved in THF, and an excess amount of sodium hydroxide dissolved in aqueous ethanol was added thereto in such a way not to cause layer separation. The mixture was stirred for 24 hrs at RT, and the pH was adjusted to 3˜4 using 2N hydrochloric acid. The resulting mixture was extracted with ethyl acetate. The organic layer was separated, dried over anhydrous MgSO4 and conc... The reactants are [Al+3], C1CCOC1, O=C(O)Cc1ccc(F)cc1F, [H-], [H-], [H-], [H-], [Li+]. Product: OCCc1ccc(F)cc1F. As a reaction SMILES: [Al+3:2].[CH2:19]1[O:20][CH2:21][CH2:22][CH2:23]1.[F:7][c:8]1[c:9]([CH2:15][C:16](=[O:17])[OH:18])[cH:10][cH:11][c:12]([F:14])[cH:13]1.[H-:1].[H-:4].[H-:5].[H-:6].[Li+:3]>>[F:7][c:8]1[c:9]([CH2:15][CH2:16][OH:17])[cH:10][cH:11][c:12]([F:14])[cH:13]1. Starting materials: ClC1=C2C(=NC=C1)C=C(S2)C(=O)N2C[C@@H](CC2)O (7-chloro-2-[(R)-3-hydroxypyrrolidine-1-carbonyl]thieno[3,2-b]pyridine), OCCCNC(=O)C1=C(N(C2=CC(=CC=C12)O)C)C (6-hydroxy-1,2-dimethyl-1H-indole-3-carboxylic acid (3-hydroxy-propyl)-amide), C(=O)([O-])[O-].[Cs+].[Cs+] (Cs2CO3). The product is OCCCNC(=O)C1=C(N(C2=CC(=CC=C12)OC1=C2C(=NC=C1)C=C(S2)C(=O)N2C[C@@H](CC2)O)C)C (6-[2-((R)-3-Hydroxy-pyrrolidine-1-carbonyl)-thieno[3,2-b]pyridin-7-yloxy]-1,2-dimethyl-1H-indole-3-carboxylic acid (3-hydroxy-propyl)-amide). RXN SMILES: Cl[C:2]1[CH:7]=[CH:6][N:5]=[C:4]2[CH:8]=[C:9]([C:11]([N:13]3[CH2:17][CH2:16][C@@H:15]([OH:18])[CH2:14]3)=[O:12])[S:10][C:3]=12.[OH:19][CH2:20][CH2:21][CH2:22][NH:23][C:24]([C:26]1[C:34]2[C:29](=[CH:30][C:31]([OH:35])=[CH:32][CH:33]=2)[N:28]([CH3:36])[C:27]=1[CH3:37])=[O:25].C([O-])([O-])=O.[Cs+].[Cs+]>>[OH:19][CH2:20][CH2:21][CH2:22][NH:23][C:24]([C:26]1[C:34]2[C:29](=[CH:30][C:31]([O:35][C:2]3[CH:7]=[CH:6][N:5]=[C:4]4[CH:8]=[C:9]([C:11]([N:13]5[CH2:17][CH2:16][C@@H:15]([OH:18])[CH2:14]5)=[O:12])[S:10][C:3]=34)=[CH:32][CH:33]=2)[N:28]([CH3:36])[C:27]=1[CH3:37])=[O:25] |f:2.3.4|. Procedure: This material was prepared by the reaction of (7-chloro-thieno [3,2-b] pyridin-2-yl)-((R)-3-hydroxy-pyrrolidin-1-yl)-methanone 4a with 6-hydroxy-1,2-dimethyl-1H-indole-3-carboxylic acid (3-hydroxy-propyl)-amide 63b and Cs2CO3 in a manner as previously described for example 1. 1H NMR (300 MHz, CD3OD) δ8.38 (1H, d, J=5.5 Hz), 7.84-7.74 (2H, m), 7.28 (1H, d, J=2.1 Hz), 6.94 (1H, dd, J=2.1, 8.6 Hz), 6.60 (1H, d, J=5.5 Hz), 4.45-4.42 (1H, m), 3.93-3.91 (2H, m), 3.71-3.60 (8H, m), 3.45 (2H, m), 2.56 (... The reactants are OCC=1N=C2N(C=C(C=C2C2=CC=CC=C2)C2=CN=C(S2)N(C(OC(C)(C)C)=O)C(C)C)C1 (tert-butyl 5-(2-(hydroxymethyl)-8-phenylimidazo[1,2-a]pyridin-6-yl)thiazol-2-yl(isopropyl)carbamate). The solvent is C(=O)(C(F)(F)F)O (TFA). The product is C(C)(C)NC=1SC(=CN1)C=1C=C(C=2N(C1)C=C(N2)CO)C2=CC=CC=C2 ((6-(2-(isopropylamino)thiazol-5-yl)-8-phenylimidazo[1,2-a]pyridin-2-yl)methanol). Reaction SMILES: [OH:1][CH2:2][C:3]1[N:4]=[C:5]2[C:10]([C:11]3[CH:16]=[CH:15][CH:14]=[CH:13][CH:12]=3)=[CH:9][C:8]([C:17]3[S:21][C:20]([N:22]([CH:30]([CH3:32])[CH3:31])C(=O)OC(C)(C)C)=[N:19][CH:18]=3)=[CH:7][N:6]2[CH:33]=1>C(O)(C(F)(F)F)=O>[CH:30]([NH:22][C:20]1[S:21][C:17]([C:8]2[CH:9]=[C:10]([C:11]3[CH:16]=[CH:15][CH:14]=[CH:13][CH:12]=3)[C:5]3[N:6]([CH:33]=[C:3]([CH2:2][OH:1])[N:4]=3)[CH:7]=2)=[CH:18][N:19]=1)([CH3:32])[CH3:31]. Procedure: A solution of tert-butyl 5-(2-(hydroxymethyl)-8-phenylimidazo[1,2-a]pyridin-6-yl)thiazol-2-yl(isopropyl)carbamate (75 mg) in 4 ml of TFA was stirred at room temperature for 2 hours. The solvent was evaporated and the residue was made basic with 1 N NaOH and extracted into CH2Cl2. The solvent was removed under vacuum and the residue purified by column chromatography on silica gel using ethyl acetate as eluent to give (6-(2-(isopropylamino)thiazol-5-yl)-8-phenylimidazo[1,2-a]pyridin-2-yl)methanol ... Starting materials: FC(C(=O)O)(F)F.C(C)(C)N1CCC(CC1)NC(=O)C=1NC=C(C1)[N+](=O)[O-] (4-nitro-1H-pyrrole-2-carboxylic acid (1-isopropyl-piperidin-4-yl)-amide trifluoroacetate salt), C(=O)([O-])[O-].[Cs+].[Cs+] (Cs2CO3), BrCC(=O)NC1=NC=C(C=C1)Cl (2-bromo-N-(5-chloro-pyridin-2-yl)-acetamide). Solvent: CN(C)C=O (DMF). Run at time 20 hour. Yields the product C(C)(C)N1CCC(CC1)NC(=O)C=1N(C=C(C1)[N+](=O)[O-])CC(NC1=NC=C(C=C1)Cl)=O (1-[(5-chloro-pyridin-2-ylcarbamoyl)-methyl]-4-nitro-1H-pyrrole-2-carboxylic acid (1-isopropyl-piperidin-4-yl)-amide). Isolated yield 43.9%. As a reaction SMILES: FC(F)(F)C(O)=O.[CH:8]([N:11]1[CH2:16][CH2:15][CH:14]([NH:17][C:18]([C:20]2[NH:21][CH:22]=[C:23]([N+:25]([O-:27])=[O:26])[CH:24]=2)=[O:19])[CH2:13][CH2:12]1)([CH3:10])[CH3:9].C([O-])([O-])=O.[Cs+].[Cs+].Br[CH2:35][C:36]([NH:38][C:39]1[CH:44]=[CH:43][C:42]([Cl:45])=[CH:41][N:40]=1)=[O:37]>CN(C=O)C>[CH:8]([N:11]1[CH2:16][CH2:15][CH:14]([NH:17][C:18]([C:20]2[N:21]([CH2:35][C:36](=[O:37])[NH:38][C:39]3[CH:44]=[CH:43][C:42]([Cl:45])=[CH:41][N:40]=3)[CH:22]=[C:23]([N+:25]([O-:27])=[O:26])[CH:24]=2)=[O:19])[CH2:13][CH2:12]1)([CH3:10])[CH3:9] |f:0.1,2.3.4|. Procedure details: To a solution of 4-nitro-1H-pyrrole-2-carboxylic acid (1-isopropyl-piperidin-4-yl)-amide trifluoroacetate salt (30 mg) in DMF (4 mL) was added Cs2CO3 (70 mg). The mixture was stirred for 30 min at RT after which 2-bromo-N-(5-chloro-pyridin-2-yl)-acetamide (27 mg) was added. Stirring was continued for 20 h at RT. The mixture was filtered and directly subjected to preparative HPLC(CH3CN/H2O gradient+0.05% TFA) to give 1-[(5-chloro-pyridin-2-ylcarbamoyl)-methyl]-4-nitro-1H-pyrrole-2-carboxylic acid...